Task: describe an organic reaction: reactants, conditions, products, and yield. Dataset: the Open Reaction Database (ORD), a public repository of structured organic reaction records Starting materials: Cc1cc(SC#N)c(C(C)(C)C)cc1O, CC(C)(C)[Si](C)(C)Cl, O=C([O-])O, [Na+], CN(C)C=O, c1c[nH]cn1. Yields the product Cc1cc(SC#N)c(C(C)(C)C)cc1O[Si](C)(C)C(C)(C)C. RXN SMILES: [C:1]([CH3:2])([CH3:3])([CH3:4])[c:5]1[c:6]([S:13][C:14]#[N:15])[cH:7][c:8]([CH3:12])[c:9]([OH:11])[cH:10]1.[C:26]([CH3:27])([CH3:28])([CH3:29])[Si:30]([CH3:31])([CH3:32])[Cl:33].[C:34](=[O:35])([OH:36])[O-:37].[Na+:38].[O:21]=[CH:22][N:23]([CH3:24])[CH3:25].[nH:16]1[cH:17][cH:18][n:19][cH:20]1>>[C:1]([CH3:2])([CH3:3])([CH3:4])[c:5]1[c:6]([S:13][C:14]#[N:15])[cH:7][c:8]([CH3:12])[c:9]([O:11][Si:30]([C:26]([CH3:27])([CH3:28])[CH3:29])([CH3:31])[CH3:32])[cH:10]1. Starting materials: C, CC(=O)O, ClC(Cl)Cl, Cc1ccccc1-n1c(CF)nc2ccc([N+](=O)[O-])cc2c1=O, [H][H], [Pd]. The product is Cc1ccccc1-n1c(CF)nc2ccc(N)cc2c1=O. RXN SMILES: [C:34].[CH3:24][C:25](=[O:26])[OH:27].[CH:30]([Cl:31])([Cl:32])[Cl:33].[F:1][CH2:2][c:3]1[n:4][c:5]2[cH:6][cH:7][c:8]([N+:21]([O-:22])=[O:23])[cH:9][c:10]2[c:11](=[O:20])[n:12]1-[c:13]1[c:14]([CH3:19])[cH:15][cH:16][cH:17][cH:18]1.[H:28][H:29].[Pd:35]>>[F:1][CH2:2][c:3]1[n:4][c:5]2[cH:6][cH:7][c:8]([NH2:21])[cH:9][c:10]2[c:11](=[O:20])[n:12]1-[c:13]1[c:14]([CH3:19])[cH:15][cH:16][cH:17][cH:18]1. Starting materials: C=O (formaldehyde), Br (hydrogen bromide), C(C)(=O)O (acetic acid), C(CCCCCCCCCCCCCC)C=1C(C2=CC=CC=C2C(C1)=O)=O (2-Pentadecyl-1,4-naphthoquinone), C(C)(=O)O (acetic acid). Yields the product BrCC=1C(C2=CC=CC=C2C(C1CCCCCCCCCCCCCCC)=O)=O (2-Bromomethyl-3-pentadecyl-1,4-naphthoquinone). Reaction SMILES: [CH2:1]([C:16]1C(=O)[C:18]2[C:23]([C:24](=[O:26])[CH:25]=1)=[CH:22][CH:21]=[CH:20][CH:19]=2)[CH2:2][CH2:3][CH2:4][CH2:5][CH2:6][CH2:7][CH2:8][CH2:9][CH2:10][CH2:11][CH2:12][CH2:13][CH2:14][CH3:15].[CH2:28]=[O:29].[BrH:30].[C:31](O)(=O)C>>[Br:30][CH2:31][C:25]1[C:24](=[O:26])[C:23]2[C:22]([C:28](=[O:29])[C:16]=1[CH2:1][CH2:2][CH2:3][CH2:4][CH2:5][CH2:6][CH2:7][CH2:8][CH2:9][CH2:10][CH2:11][CH2:12][CH2:13][CH2:14][CH3:15])=[CH:21][CH:20]=[CH:19][CH:18]=2. Procedure: 2-Pentadecyl-1,4-naphthoquinone (60 g, 0.163 mol) was suspended in acetic acid (2 l) with stirring. Aqueous 37 percent formaldehyde (200 ml, 2.4 mol) and 31 percent hydrogen bromide in acetic acid (660 ml, 2.4 mol) were added and the mixture was stirred at room temperature overnight. The precipitated product was then filtered off, washed with a minimum amount of acetic acid, water, and was then air dried. Yield: 60 g (80 percent). (Method of R. H. Thomson, J. Chem. Soc., 1953, 1196). Reactants: C(C1=CC=CC=C1)(=O)NC=1O[C@H]2C[C@H]2[C@](N1)(C)C=1C=C(C=CC1F)NC(=O)C1=NC=C(N=C1)OC (N-(3-((1S,5R,6S)-3-benzamido-5-methyl-2-oxa-4-azabicyclo[4.1.0]hept-3-en-5-yl)-4-fluorophenyl)-5-methoxypyrazine-2-carboxamide), N (ammonia). Reaction conditions: temperature 80 celsius. The product is NC=1O[C@H]2C[C@H]2[C@](N1)(C)C=1C=C(C=CC1F)NC(=O)C1=NC=C(N=C1)OC (N-(3-((1S,5R,6S)-3-amino-5-methyl-2-oxa-4-azabicyclo[4.1.0]hept-3-en-5-yl)-4-fluorophenyl)-5-methoxypyrazine-2-carboxamide). The yield is 48.4%. As a reaction SMILES: C([NH:9][C:10]1[O:11][C@@H:12]2[C@H:14]([C@@:15]([C:18]3[CH:19]=[C:20]([NH:25][C:26]([C:28]4[CH:33]=[N:32][C:31]([O:34][CH3:35])=[CH:30][N:29]=4)=[O:27])[CH:21]=[CH:22][C:23]=3[F:24])([CH3:17])[N:16]=1)[CH2:13]2)(=O)C1C=CC=CC=1.N>>[NH2:9][C:10]1[O:11][C@@H:12]2[C@H:14]([C@@:15]([C:18]3[CH:19]=[C:20]([NH:25][C:26]([C:28]4[CH:33]=[N:32][C:31]([O:34][CH3:35])=[CH:30][N:29]=4)=[O:27])[CH:21]=[CH:22][C:23]=3[F:24])([CH3:17])[N:16]=1)[CH2:13]2. Procedure details: A sealed vial was charged with N-(3-((1S,5R,6S)-3-benzamido-5-methyl-2-oxa-4-azabicyclo[4.1.0]hept-3-en-5-yl)-4-fluorophenyl)-5-methoxypyrazine-2-carboxamide (319a, 0.341 g, 0.717 mmol) and ammonia (2.0M solution in methanol; 7.17 ml, 14.34 mmol, Aldrich). The reaction mixture was heated to 80° C. for 24 h. The reaction was concentrated under reduced pressure and purified via silica gel flash chromatography using a gradient of 0-10% (2M ammonia in MeOH)/DCM to afford the title compound as a whit... Starting materials: FC(F)(F)c1ccc(Cc2nnc3cc(-c4ccc(Cl)cc4)c(Br)cn23)cn1, CC(=O)O, FC(F)(F)c1ccccc1. Product: Cc1nc(C(F)(F)F)ccc1Cc1nnc2cc(-c3ccc(Cl)cc3)c(Br)cn12. Reaction SMILES: [Br:1][c:2]1[c:3](-[c:22]2[cH:23][cH:24][c:25]([Cl:28])[cH:26][cH:27]2)[cH:4][c:5]2[n:6]([cH:7]1)[c:8]([CH2:11][c:12]1[cH:13][n:14][c:15]([C:18]([F:19])([F:20])[F:21])[cH:16][cH:17]1)[n:9][n:10]2.[CH3:29][C:30](=[O:31])[OH:32].[F:33][C:34]([c:35]1[cH:36][cH:37][cH:38][cH:39][cH:40]1)([F:41])[F:42]>>[Br:1][c:2]1[c:3](-[c:22]2[cH:23][cH:24][c:25]([Cl:28])[cH:26][cH:27]2)[cH:4][c:5]2[n:6]([cH:7]1)[c:8]([CH2:11][c:12]1[c:13]([CH3:29])[n:14][c:15]([C:18]([F:19])([F:20])[F:21])[cH:16][cH:17]1)[n:9][n:10]2.